From a dataset of the Open Reaction Database (ORD), a public repository of structured organic reaction records. describe an organic reaction: reactants, conditions, products, and yield Reactants: BrC1=CC(=C(NC)C=C1)[N+](=O)[O-] (4-bromo-N-methyl-2-nitroaniline), resultant solution, N1=CC=CC=C1 (pyridine), C(C1=CC=CC=C1)(=O)Cl (benzoyl chloride). Solvent: C(C)(=O)OCC (ethyl acetate). Conditions: temperature 90 celsius. Product: BrC1=CC(=C(N(C(C2=CC=CC=C2)=O)C)C=C1)N (4′-bromo-N-methyl-2′-amino-benzanilide). Isolated yield 107.3%. As a reaction SMILES: [Br:1][C:2]1[CH:9]=[CH:8][C:5]([NH:6][CH3:7])=[C:4]([N+:10]([O-])=O)[CH:3]=1.N1C=CC=CC=1.[C:19](Cl)(=[O:26])[C:20]1[CH:25]=[CH:24][CH:23]=[CH:22][CH:21]=1>C(OCC)(=O)C>[Br:1][C:2]1[CH:9]=[CH:8][C:5]([N:6]([CH3:7])[C:19](=[O:26])[C:20]2[CH:25]=[CH:24][CH:23]=[CH:22][CH:21]=2)=[C:4]([NH2:10])[CH:3]=1. Reported procedure: Dissolving 6.8 g (29 mmol) 4-bromo-N-methyl-2-nitroaniline obtained in the above step (1) into 20 milliliter of pyridine, further adding 5.0 g (35 mmol) benzoyl chloride, the resultant solution was refluxed with heating at the temperature of 90° C. under an atmosphere of argon gas for 7 hours. After completing the reaction, 200 milliliter of ethyl acetate was added and the resultant solution was washed with 10% HCL, with 10% K2CO3 and with a saturated solution of sodium chloride and then, dried ... Starting materials: OC1=CC=C(OCC(=O)O)C=C1 ((4-hydroxyphenoxy)acetic acid), FC1=C(CNCC)C=CC=C1 (N-(2-Fluorobenzyl)ethanamine), F[B-](F)(F)F.N1(N=NC2=C1C=CC=C2)OC(=[N+](C)C)N(C)C (N-[(1H-1,2,3-benzotriazol-1-yloxy)(dimethylamino)methylene]-N-methylmethanaminium tetrafluoroborate), C(C)N(C(C)C)C(C)C (N-ethyl-N,N-diisopropylamine). The solvent is CN(C)C=O (DMF), CCOC(=O)C (EtOAc). Reaction conditions: temperature 0 celsius, time 8 hour. Yields the product C(C)N(C(COC1=CC=C(C=C1)O)=O)CC1=C(C=CC=C1)F (N-ethyl-N-(2-fluorobenzyl)-2-(4-hydroxyphenoxy)acetamide). Isolated yield 64.6%. Reaction SMILES: [F:1][C:2]1[CH:11]=[CH:10][CH:9]=[CH:8][C:3]=1[CH2:4][NH:5][CH2:6][CH3:7].[OH:12][C:13]1[CH:23]=[CH:22][C:16]([O:17][CH2:18][C:19](O)=[O:20])=[CH:15][CH:14]=1.F[B-](F)(F)F.N1(OC(N(C)C)=[N+](C)C)C2C=CC=CC=2N=N1.C(N(C(C)C)C(C)C)C>CN(C=O)C.CCOC(C)=O>[CH2:6]([N:5]([CH2:4][C:3]1[CH:8]=[CH:9][CH:10]=[CH:11][C:2]=1[F:1])[C:19](=[O:20])[CH2:18][O:17][C:16]1[CH:22]=[CH:23][C:13]([OH:12])=[CH:14][CH:15]=1)[CH3:7] |f:2.3|. Procedure details: N-(2-Fluorobenzyl)ethanamine (0.248 g, 0.993) was dissolved in DMF (10 ml), (4-hydroxyphenoxy)acetic acid (0.150 g, 0.903 mmol) was added and the mixture was cooled to 0° C. N-[(1H-1,2,3-benzotriazol-1-yloxy)(dimethylamino)methylene]-N-methylmethanaminium tetrafluoroborate (0.319 g, 0.993 mmol) and N-ethyl-N,N-diisopropylamine (0.245 g, 1.896 mmol) were added. The solution was stirred overnight at room temperature. EtOAc (20 ml) was added and the organic phase was washed with two portions of Na2... Reactants: CC1=NC2=C(N1)C=C(C=C2C(=O)[O-])N2CCOCC2 (2-methyl-6-(4-morpholinyl)-1H-benzimidazole-4-carboxylate), O1CCCC1 (Tetrahydrofuran), [OH-].[Li+] (lithium hydroxide). Conditions: temperature 50 celsius, time 2 hour. Yields the product CC=1C=C(C=CC1C)CN1C(=NC2=C1C=C(C=C2C(=O)O)N2CCOCC2)C (1-[(3,4-dimethylphenyl)methyl]-2-methyl-6-(4-morpholinyl)-1H-benzimidazole-4-carboxylic acid). Yield: 66.0%. As a reaction SMILES: [CH3:1][C:2]1[NH:6][C:5]2[CH:7]=[C:8]([N:14]3[CH2:19][CH2:18][O:17][CH2:16][CH2:15]3)[CH:9]=[C:10]([C:11]([O-:13])=[O:12])[C:4]=2[N:3]=1.[OH-].[Li+].O1[CH2:26][CH2:25][CH2:24][CH2:23]1>>[CH3:23][C:24]1[CH:4]=[C:10]([CH2:11][N:6]2[C:5]3[CH:7]=[C:8]([N:14]4[CH2:15][CH2:16][O:17][CH2:18][CH2:19]4)[CH:9]=[C:10]([C:11]([OH:13])=[O:12])[C:4]=3[N:3]=[C:2]2[CH3:1])[CH:9]=[CH:8][C:25]=1[CH3:26] |f:1.2|. Reported procedure: To a mixture of methyl 1-[3,4-dimethylphenyl)methyl]-2-methyl-6-(4-morpholinyl)-1H-benzimidazole-4-carboxylate (0.24 g, 0.61 mmol) in Tetrahydrofuran (THF) (10 mL) was added in lithium hydroxide (5.99 mL, 11.99 mmol). The reaction was stirred at 50° C. for 2 h. The reaction was cooled to room temperature. The organic solvent was removed in-vacuo. The precipitate was collected by filtration. Water (20 mL) was added in. The mixture was acidified with 1 N HCl. The resulting solid was filtered and w... Yields the product CC(C)CC1CC(c2onc(C(CCO[Si](c3ccccc3)(c3ccccc3)C(C)(C)C)CC(=O)OC(C)(C)C)c2C2CC2)C1. The reactants are CC(C)CC1CC(c2onc(C(CCO[Si](c3ccccc3)(c3ccccc3)C(C)(C)C)CC(=O)OC(C)(C)C)c2I)C1, CC1(C)OB(C2CC2)OC1(C)C, CN(C)C=O. Reaction SMILES: [C:1]([CH3:2])([CH3:3])([CH3:4])[Si:5]([O:6][CH2:7][CH2:8][CH:9]([CH2:10][C:11](=[O:12])[O:13][C:14]([CH3:15])([CH3:16])[CH3:17])[c:18]1[n:19][o:20][c:21]([CH:24]2[CH2:25][CH:26]([CH2:28][CH:29]([CH3:30])[CH3:31])[CH2:27]2)[c:22]1[I:23])([c:32]1[cH:33][cH:34][cH:35][cH:36][cH:37]1)[c:38]1[cH:39][cH:40][cH:41][cH:42][cH:43]1.[CH:44]1([B:47]2[O:48][C:49]([CH3:50])([CH3:51])[C:52]([CH3:53])([CH3:54])[O:55]2)[CH2:45][CH2:46]1.[O:56]=[CH:57][N:58]([CH3:59])[CH3:60]>>[C:1]([CH3:2])([CH3:3])([CH3:4])[Si:5]([O:6][CH2:7][CH2:8][CH:9]([CH2:10][C:11](=[O:12])[O:13][C:14]([CH3:15])([CH3:16])[CH3:17])[c:18]1[n:19][o:20][c:21]([CH:24]2[CH2:25][CH:26]([CH2:28][CH:29]([CH3:30])[CH3:31])[CH2:27]2)[c:22]1[CH:44]1[CH2:45][CH2:46]1)([c:32]1[cH:33][cH:34][cH:35][cH:36][cH:37]1)[c:38]1[cH:39][cH:40][cH:41][cH:42][cH:43]1. Starting materials: ClC=1C=C(C=CC1Cl)[C@@H]1CC(/C(/C2=CC=CC=C12)=N/O)(C)C ((S,Z)-4-(3,4-dichlorophenyl)-2,2-dimethyl-3,4-dihydronaphthalen-1(2H)-one oxime). The reagents and catalysts are [Pd] (palladium on charcoal). Solvent: C(C)(=O)O (acetic acid). Conditions: time 1 hour. Yields the product ClC=1C=C(C=CC1Cl)[C@@H]1CC([C@H](C2=CC=CC=C12)N)(C)C ((1R,4S)-4-(3,4-dichlorophenyl)-2,2-dimethyl-1,2,3,4-tetrahydronaphthalen-1-amine). The yield is 43.9%. As a reaction SMILES: [Cl:1][C:2]1[CH:3]=[C:4]([C@H:9]2[C:18]3[C:13](=[CH:14][CH:15]=[CH:16][CH:17]=3)/[C:12](=[N:19]\O)/[C:11]([CH3:22])([CH3:21])[CH2:10]2)[CH:5]=[CH:6][C:7]=1[Cl:8]>C(O)(=O)C.[Pd]>[Cl:1][C:2]1[CH:3]=[C:4]([C@H:9]2[C:18]3[C:13](=[CH:14][CH:15]=[CH:16][CH:17]=3)[C@H:12]([NH2:19])[C:11]([CH3:22])([CH3:21])[CH2:10]2)[CH:5]=[CH:6][C:7]=1[Cl:8]. Reported procedure: To a solution of 60 (30 mg, 0.089 mmol) in acetic acid (3 mL) was added palladium on charcoal (30 mg, 5%). The mixture was then stirred under hydrogen (1 atm) for 1 h. The catalyst was filtrated away through a pad of Celite. The filtrate was concentrated. The resultant residue was purified by chiral OJ column (ethanol/methanol/hexane/DEA=3:2:95:0.1) to give 59 (12.5 mg, 44%). 1H NMR (400 MHz, CDCl3) δ 8.10 (d, J=8.0 Hz, 1 H), 7.44-7.38 (m, 2 H), 7.38-7.24 (m, 2 H), 6.81 (d, J=7.6 Hz, 1 H), 7.03 ... Reactants: Cn1cc(Br)cc(Nc2cc3n(n2)CCN(C2COC2)C3)c1=O, CC(=O)OCc1c(B2OC(C)(C)C(C)(C)O2)cccc1N1CCn2c(cc3c2CCCC3)C1=O, CC(=O)[O-], CC#N, [Na+]. The product is CC(=O)OCc1c(-c2cc(Nc3cc4n(n3)CCN(C3COC3)C4)c(=O)n(C)c2)cccc1N1CCn2c(cc3c2CCCC3)C1=O. RXN SMILES: [Br:1][c:2]1[cH:3][c:4]([NH:10][c:11]2[n:12][n:13]3[c:14]([cH:23]2)[CH2:15][N:16]([CH:19]2[CH2:20][O:21][CH2:22]2)[CH2:17][CH2:18]3)[c:5](=[O:9])[n:6]([CH3:8])[cH:7]1.[C:24]([CH3:25])(=[O:26])[O:27][CH2:28][c:29]1[c:30]([N:44]2[C:45](=[O:57])[c:46]3[n:47]([c:48]4[c:53]([cH:54]3)[CH2:52][CH2:51][CH2:50][CH2:49]4)[CH2:55][CH2:56]2)[cH:31][cH:32][cH:33][c:34]1[B:35]1[O:36][C:37]([CH3:38])([CH3:39])[C:40]([CH3:41])([CH3:42])[O:43]1.[C:58]([O-:59])(=[O:60])[CH3:61].[CH3:63][C:64]#[N:65].[Na+:62]>>[c:2]1(-[c:34]2[c:29]([CH2:28][O:27][C:24]([CH3:25])=[O:26])[c:30]([N:44]3[C:45](=[O:57])[c:46]4[n:47]([c:48]5[c:53]([cH:54]4)[CH2:52][CH2:51][CH2:50][CH2:49]5)[CH2:55][CH2:56]3)[cH:31][cH:32][cH:33]2)[cH:3][c:4]([NH:10][c:11]2[n:12][n:13]3[c:14]([cH:23]2)[CH2:15][N:16]([CH:19]2[CH2:20][O:21][CH2:22]2)[CH2:17][CH2:18]3)[c:5](=[O:9])[n:6]([CH3:8])[cH:7]1. Reported procedure: To a cooled (ice bath) solution of 2-n-propoxybenzamide (1.00 g., 5.61 mmoles) in dry N,N-dimethylformamide (4 ml.) was added ethyl ethoxymethylenecyanoacetate (0.94 g., 5.61 mmoles). Twenty minutes later sodium azide (0.447 g., 6.88 mmoles) and ammonium chloride (0.368 g., 6.88 mmoles were added. The ice bath was removed and the mixture heated by means of an oil bath maintained at 127° for 30 hours. The cooled mixture was poured into ice-water (400 ml.) and acidified with 6N hydrochloric acid. ... The solvent is CN(C=O)C (N,N-dimethylformamide). Reactants: C(CC)OC1=C(C(=O)N)C=CC=C1 (2-n-propoxybenzamide), [N-]=[N+]=[N-].[Na+] (sodium azide), [Cl-].[NH4+] (ammonium chloride), C(C)OC=C(C(=O)OCC)C#N (ethyl ethoxymethylenecyanoacetate). As a reaction SMILES: [CH2:1]([O:4][C:5]1[CH:13]=[CH:12][CH:11]=[CH:10][C:6]=1[C:7]([NH2:9])=O)[CH2:2][CH3:3].C(O[CH:17]=[C:18]([C:24]#[N:25])[C:19]([O:21]CC)=O)C.[N-:26]=[N+:27]=[N-:28].[Na+].[Cl-].[NH4+:31]>CN(C)C=O>[CH2:1]([O:4][C:5]1[CH:13]=[CH:12][CH:11]=[CH:10][C:6]=1[C:7]1[NH:31][C:19](=[O:21])[C:18]([C:24]2[NH:25][N:28]=[N:27][N:26]=2)=[CH:17][N:9]=1)[CH2:2][CH3:3] |f:2.3,4.5|. Yields the product C(CC)OC1=C(C=CC=C1)C1=NC=C(C(N1)=O)C1=NN=NN1 (2-(2-n-Propoxyphenyl)-5-(5-1H-tetrazolyl) pyrimidin-4(3H)-one). The yield is 41.0%. Product: COC1CN(Cc2ccccc2)CCC1COCc1ccccc1. Starting materials: C1CCOC1, COC1CN(Cc2ccccc2)CCC1=COCc1ccccc1. RXN SMILES: [CH2:25]1[O:26][CH2:27][CH2:28][CH2:29]1.[CH3:1][O:2][CH:3]1[CH2:4][N:5]([CH2:18][c:19]2[cH:20][cH:21][cH:22][cH:23][cH:24]2)[CH2:6][CH2:7][C:8]1=[CH:9][O:10][CH2:11][c:12]1[cH:13][cH:14][cH:15][cH:16][cH:17]1>>[CH3:1][O:2][CH:3]1[CH2:4][N:5]([CH2:18][c:19]2[cH:20][cH:21][cH:22][cH:23][cH:24]2)[CH2:6][CH2:7][CH:8]1[CH2:9][O:10][CH2:11][c:12]1[cH:13][cH:14][cH:15][cH:16][cH:17]1.